This data is from the Open Reaction Database (ORD), a public repository of structured organic reaction records. The task is: describe an organic reaction: reactants, conditions, products, and yield Starting materials: COC1=CC2=C(SC3=C(CC2)C(=CC=C3)C#N)C=C1 (2-methoxy-9-cyano-10,11-dihydrodibenzo[b,f]thiepin), [OH-].[K+] (potassium hydroxide), O (water). Solvent: C(C)O (ethanol). Product: COC1=CC2=C(SC3=C(CC2)C(=CC=C3)C(=O)O)C=C1 (2-methoxy-9-carboxy-10,11-dihydrodibenzo[b,f]thiepin). Isolated yield 69.0%. Reaction SMILES: [OH-:1].[K+].[CH3:3][O:4][C:5]1[CH:21]=[CH:20][C:8]2[S:9][C:10]3[CH:17]=[CH:16][CH:15]=[C:14]([C:18]#N)[C:11]=3[CH2:12][CH2:13][C:7]=2[CH:6]=1.[OH2:22]>C(O)C>[CH3:3][O:4][C:5]1[CH:21]=[CH:20][C:8]2[S:9][C:10]3[CH:17]=[CH:16][CH:15]=[C:14]([C:18]([OH:22])=[O:1])[C:11]=3[CH2:12][CH2:13][C:7]=2[CH:6]=1 |f:0.1|. Procedure details: An amount of 6.0 g of potassium hydroxide was dissolved in 20 ml of 80% ethanol and to the solution was added 1 g of 2-methoxy-9-cyano-10,11-dihydrodibenzo[b,f]thiepin and the resulting mixture was refluxed for 26 hours. The mixture was freed of the solvent under reduced pressure to obtain the residue, which was dissolved in water and extracted with ethyl acetate. The aqueous layer was acidified with conc. hydrochloric acid and extracted with ethyl acetate. The extract was washed with saturated ... Reactants: COC=1C=C2CCC(=C(C2=CC1)C1=CC=C(C=C1)OC)C=O (3,4-dihydro-6-methoxy-1-(4-methoxyphenyl)-2-naphthalenecarboxaldehyde), 2,3-dichloro-4,5-dicyano-1,4-benzoquinone. The solvent is C1=CC=CC=C1 (benzene). Product: COC=1C=C2C=CC(=C(C2=CC1)C1=CC=C(C=C1)OC)C=O (6-methoxy-1-(4-methoxyphenyl)-2-naphthalenecarboxaldehyde). Isolated yield 76.8%. As a reaction SMILES: [CH3:1][O:2][C:3]1[CH:4]=[C:5]2[C:10](=[CH:11][CH:12]=1)[C:9]([C:13]1[CH:18]=[CH:17][C:16]([O:19][CH3:20])=[CH:15][CH:14]=1)=[C:8]([CH:21]=[O:22])[CH2:7][CH2:6]2>C1C=CC=CC=1>[CH3:1][O:2][C:3]1[CH:4]=[C:5]2[C:10](=[CH:11][CH:12]=1)[C:9]([C:13]1[CH:18]=[CH:17][C:16]([O:19][CH3:20])=[CH:15][CH:14]=1)=[C:8]([CH:21]=[O:22])[CH:7]=[CH:6]2. Procedure details: As in Example 110, 3,4-dihydro-6-methoxy-1-(4-methoxyphenyl)-2-naphthalenecarboxaldehyde (9.7 g) and 2,3-dichloro-4,5-dicyano-1,4-benzoquinone (9.36 g) were stirred together in benzene (150 mL) at reflux for 17 hours. The usual workup provided 9.5 g of crude product which was crystallized from 2-propanol to give 7.4 g of 6-methoxy-1-(4-methoxyphenyl)-2-naphthalenecarboxaldehyde, mp 99°-101° C. Anal. Calcd for C19H16O3 : C, 78.06; H, 5.52 Found: C, 78.05; H, 5.59 The reactants are ClC1=C(C#N)C(=CC(=N1)NC1=NNC(=C1)C)C=1C=NC=CC1 (2-chloro-6-(5-methyl-1H-pyrazol-3-ylamino)-4-(pyridin-3-yl)nicotinonitrile), Cl.FC=1C=C(OCCN)C=CC1 (2-(3-fluorophenoxy)ethylamine hydrochloride), C(O)([O-])=O.[Na+] (sodium hydrogencarbonate), CS(=O)C (DMSO). Yields the product Cl.Cl.FC=1C=C(OCCNC2=C(C#N)C(=CC(=N2)NC2=NNC(=C2)C)C=2C=NC=CC2)C=CC1 (2-(2-(3-fluorophenoxy)ethylamino)-6-(5-methyl-1H-pyrazol-3-ylamino)-4-(pyridin-3-yl)nicotinonitrile dihydrochloride). Procedure: Compound D (202 mg, 650 μmol), 2-(3-fluorophenoxy)ethylamine hydrochloride (357 mg) and sodium hydrogencarbonate (540 mg) were added to DMSO (3 ml), and the mixture was stirred at 130° C. for 24 hr. After stirring, the reaction mixture was added to cold water, and the mixture was extracted with ethyl acetate. The organic layer was washed with saturated brine, and concentrated, and the residue was purified by silica gel chromatography (90 mg). This was converted to hydrochloride to give the objec... Reaction SMILES: [Cl:1][C:2]1[N:9]=[C:8]([NH:10][C:11]2[CH:15]=[C:14]([CH3:16])[NH:13][N:12]=2)[CH:7]=[C:6]([C:17]2[CH:18]=[N:19][CH:20]=[CH:21][CH:22]=2)[C:3]=1[C:4]#[N:5].[ClH:23].[F:24][C:25]1[CH:26]=[C:27]([CH:32]=[CH:33][CH:34]=1)[O:28][CH2:29][CH2:30][NH2:31].C(=O)([O-])O.[Na+].CS(C)=O>O>[ClH:1].[ClH:23].[F:24][C:25]1[CH:26]=[C:27]([CH:32]=[CH:33][CH:34]=1)[O:28][CH2:29][CH2:30][NH:31][C:2]1[N:9]=[C:8]([NH:10][C:11]2[CH:15]=[C:14]([CH3:16])[NH:13][N:12]=2)[CH:7]=[C:6]([C:17]2[CH:18]=[N:19][CH:20]=[CH:21][CH:22]=2)[C:3]=1[C:4]#[N:5] |f:1.2,3.4,7.8.9|. Run at temperature 130 celsius, time 24 hour. The yield is 6.7%. The solvent is O (water). The reactants are CC(C(=O)O)(C)C=1C=NC=C(C1)C=1C=C2CCC(N(C2=CC1)C)=O (2-methyl-2-(5-(1-methyl-2-oxo-1,2,3,4-tetrahydroquinolin-6-yl)pyridin-3-yl)propanoic acid), C1(=CC=CC=C1)P(=O)(C1=CC=CC=C1)N=[N+]=[N-] (diphenylphosphoryl azide). Yields the product sodium trimethylsilanoate, NC(C)(C)C=1C=C(C=NC1)C=1C=C2CCC(N(C2=CC1)C)=O (6-[5-(1-Amino-1-methyl-ethyl)-pyridin-3-yl]-1-methyl-3,4-dihydro-1H-quinolin-2-one). As a reaction SMILES: [CH3:1][C:2]([C:7]1[CH:8]=[N:9][CH:10]=[C:11]([C:13]2[CH:14]=[C:15]3[C:20](=[CH:21][CH:22]=2)[N:19]([CH3:23])[C:18](=[O:24])[CH2:17][CH2:16]3)[CH:12]=1)(C)[C:3](O)=O.C1(P([N:39]=[N+]=[N-])(C2C=CC=CC=2)=O)C=CC=CC=1>>[NH2:39][C:2]([C:7]1[CH:12]=[C:11]([C:13]2[CH:14]=[C:15]3[C:20](=[CH:21][CH:22]=2)[N:19]([CH3:23])[C:18](=[O:24])[CH2:17][CH2:16]3)[CH:10]=[N:9][CH:8]=1)([CH3:3])[CH3:1]. Procedure: In analogy to the procedure described for the preparation of example 59 [D], 2-methyl-2-(5-(1-methyl-2-oxo-1,2,3,4-tetrahydroquinolin-6-yl)pyridin-3-yl)propanoic acid (example 72 [C]) was reacted with diphenylphosphoryl azide in presence of TEA and then sodium trimethylsilanoate (1 M in THF) to give the title compound as a light brown amorphous solid. MS: 296.5 (M+H+). The reactants are C(=O)(OC(C)(C)C)N1[C@H](C(=O)O)C[C@@H](C1)N(C(C(C)(C)C)=O)C1CCC(CC1)(F)F ((4S)-1-BOC-4-[(4,4-difluorocyclohexyl)(2,2-dimethylpropanoyl)amino]-L-proline), C(C)N (ethylamine). The product is C(=O)(OC(C)(C)C)N1[C@@H](C[C@@H](C1)N(C(C(C)(C)C)=O)C1CCC(CC1)(F)F)C(=O)NCC (BOC-(2S,4S)-4-[(4,4-difluorocyclohexyl)(2,2-dimethylpropanoyl)amino]-2-[(ethylamino)carbonyl]pyrrolidine). RXN SMILES: [C:1]([N:8]1[CH2:15][C@@H:14]([N:16]([CH:23]2[CH2:28][CH2:27][C:26]([F:30])([F:29])[CH2:25][CH2:24]2)[C:17](=[O:22])[C:18]([CH3:21])([CH3:20])[CH3:19])[CH2:13][C@H:9]1[C:10]([OH:12])=O)([O:3][C:4]([CH3:7])([CH3:6])[CH3:5])=[O:2].[CH2:31]([NH2:33])[CH3:32]>>[C:1]([N:8]1[CH2:15][C@@H:14]([N:16]([CH:23]2[CH2:28][CH2:27][C:26]([F:30])([F:29])[CH2:25][CH2:24]2)[C:17](=[O:22])[C:18]([CH3:20])([CH3:19])[CH3:21])[CH2:13][C@H:9]1[C:10]([NH:33][CH2:31][CH3:32])=[O:12])([O:3][C:4]([CH3:7])([CH3:6])[CH3:5])=[O:2]. Procedure: The title compound was prepared according to the procedure described in Step D of Example A1 using (4S)-1-BOC-4-[(4,4-difluorocyclohexyl)(2,2-dimethylpropanoyl)amino]-L-proline (0.95 g, 2.2 mmol) prepared in Step C of Example A5 and commercially available ethylamine (0.93 g, 93%).